The task is: describe an organic reaction: reactants, conditions, products, and yield. This data is from the Open Reaction Database (ORD), a public repository of structured organic reaction records. Starting materials: ClC1=CC=C(C=C1)C(C)=O (4'-chloroacetophenone), C(=O)N (formamide), C(=O)O (formic acid). Solvent: O (water). Conditions: temperature 180 celsius. Product: ClC1=CC=C(C=C1)C(C)N ((±)-1-(4-chlorophenyl)ethylamine). RXN SMILES: [Cl:1][C:2]1[CH:7]=[CH:6][C:5]([C:8](=O)[CH3:9])=[CH:4][CH:3]=1.C([NH2:13])=O.C(O)=O>O>[Cl:1][C:2]1[CH:7]=[CH:6][C:5]([CH:8]([NH2:13])[CH3:9])=[CH:4][CH:3]=1. Procedure details: A mixture of 4'-chloroacetophenone (103.3 g), formamide (98%; 123 g) and formic acid (97%; 8.3 ml) was stirred and heated at 180° C. The water produced in the reaction was removed by distillation together with some of the starting acetophenone which was separated and returned to the reaction vessel. Formic acid (70 ml total) was added in small aliquots over 8 hours. The reaction mixture was cooled and exhaustively extracted with toluene. The combined toluene extracts were washed with water, drie... The reactants are O=C(O)O, CC(C)(C)[Si](C)(C)OCC1CN(Cc2ccccc2)CC1c1ccc([N+](=O)[O-])cc1, ClCCCl, CC(Cl)Cl, [Na+], [Na+], O=C([O-])[O-]. The product is CC(C)(C)[Si](C)(C)OCC1CNCC1c1ccc([N+](=O)[O-])cc1. RXN SMILES: [C:1](=[O:2])([OH:3])[OH:4].[CH2:9]([c:10]1[cH:11][cH:12][cH:13][cH:14][cH:15]1)[N:16]1[CH2:17][CH:18]([CH2:30][O:31][Si:32]([CH3:33])([CH3:34])[C:35]([CH3:36])([CH3:37])[CH3:38])[CH:19]([c:21]2[cH:22][cH:23][c:24]([N+:27](=[O:28])[O-:29])[cH:25][cH:26]2)[CH2:20]1.[Cl:45][CH2:46][CH2:47][Cl:48].[Cl:5][CH:6]([Cl:7])[CH3:8].[Na+:39].[Na+:40].[O-:41][C:42](=[O:43])[O-:44]>>[NH:16]1[CH2:17][CH:18]([CH2:30][O:31][Si:32]([CH3:33])([CH3:34])[C:35]([CH3:36])([CH3:37])[CH3:38])[CH:19]([c:21]2[cH:22][cH:23][c:24]([N+:27](=[O:28])[O-:29])[cH:25][cH:26]2)[CH2:20]1. The reactants are BrC1=CC=C(S1)C1CCN(CCS1)C(=O)OC(C)(C)C (7-(5-bromo-2-thienyl)-4-tert-butoxycarbonylperhydro-1,4-thiazepine), OOS(=O)[O-].[K+] (OXONE), OS(=O)(=O)[O-].[K+] (KHSO4). Run in CO (methanol). Run at time 4 hour. Product: BrC1=CC=C(S1)C1CCN(CCS1(=O)=O)C(=O)OC(C)(C)C (7-(5-bromo-2-thienyl)-4-tert-butoxycarbonylperhydro-1,4-thiazepine 1,1-dioxide). As a reaction SMILES: [Br:1][C:2]1[S:6][C:5]([CH:7]2S[CH2:12][CH2:11][N:10]([C:14]([O:16][C:17]([CH3:20])([CH3:19])[CH3:18])=[O:15])[CH2:9][CH2:8]2)=[CH:4][CH:3]=1.O[O:22][S:23]([O-:25])=O.[K+].OS([O-])(=O)=O.[K+]>CO>[Br:1][C:2]1[S:6][C:5]([CH:7]2[S:23](=[O:25])(=[O:22])[CH2:12][CH2:11][N:10]([C:14]([O:16][C:17]([CH3:18])([CH3:20])[CH3:19])=[O:15])[CH2:9][CH2:8]2)=[CH:4][CH:3]=1 |f:1.2,3.4|. Reported procedure: To a solution of 7-(5-bromo-2-thienyl)-4-tert-butoxycarbonylperhydro-1,4-thiazepine (73.8 g) in methanol (500 ml) was added an aqueous solution (500 ml) of OXONE (2KHSO5.KHSO4.K2SO4) (156 g) under ice-cooling. After being stirred for 4 hours, the reaction mixture was concentrated in vacuo to remove methanol. The residue was extracted with ethyl acetate (1000 ml) and the extract was washed successively with a saturated aqueous solution of sodium bicarbonate and brine, dried over magnesium sulfate...